From a dataset of the Open Reaction Database (ORD), a public repository of structured organic reaction records. describe an organic reaction: reactants, conditions, products, and yield The reactants are C(C1=CC=CC=C1)N(C([C@H](CC=C)NC(OC(C)(C)C)=O)=O)CCC=C ((S)-tert-butyl 1-(benzyl(but-3-enyl)amino)-1-oxopent-4-en-2-ylcarbamate). Reagents/catalysts: Cl[Ru]([P](C1CCCCC1)(C2CCCCC2)C3CCCCC3)(=CC4=CC=CC=C4)(Cl)=C5N(C6=C(C)C=C(C)C=C6C)CCN5C7=C(C)C=C(C)C=C7C (Grubbs II). The solvent is C(CCl)Cl (ClCH2CH2Cl). Reaction conditions: temperature 57.5 celsius, time 13 hour. The product is C(C1=CC=CC=C1)N1C([C@H](C\C=C/CC1)NC(OC(C)(C)C)=O)=O ((S,Z)-tert-butyl 1-benzyl-2-oxo-1,2,3,4,7,8-hexahydroazocin-3-ylcarbamate). The yield is 46.8%. RXN SMILES: [CH2:1]([N:8]([CH2:23][CH2:24][CH:25]=C)[C:9](=[O:22])[C@@H:10]([NH:14][C:15](=[O:21])[O:16][C:17]([CH3:20])([CH3:19])[CH3:18])[CH2:11][CH:12]=C)[C:2]1[CH:7]=[CH:6][CH:5]=[CH:4][CH:3]=1>C(Cl)CCl.Cl[Ru](=C1N(C2C(C)=CC(C)=CC=2C)CCN1C1C(C)=CC(C)=CC=1C)(Cl)(=CC1C=CC=CC=1)[P](C1CCCCC1)(C1CCCCC1)C1CCCCC1>[CH2:1]([N:8]1[CH2:23][CH2:24][CH:25]=[CH:12][CH2:11][C@H:10]([NH:14][C:15](=[O:21])[O:16][C:17]([CH3:19])([CH3:18])[CH3:20])[C:9]1=[O:22])[C:2]1[CH:3]=[CH:4][CH:5]=[CH:6][CH:7]=1 |^1:63|. Procedure: A solution of (S)-tert-butyl 1-(benzyl(but-3-enyl)amino)-1-oxopent-4-en-2-ylcarbamate (255 mg, 0.711 mmol) in ClCH2CH2Cl (120 mL) was degassed with argon for 5 min. Then, the Grubbs II catalyst (30 mg, 0.036 mmol) was added. The reaction mixture was stirred at 55-60° C. under argon for 13 hr. The reaction mixture was then cooled to rt and concentrated. The brownish residue was purified using silica gel chromatography (ISCO system) eluting with a gradient of 0-30% EtOAc/Hex to give (S,Z)-tert-but...